This data is from the Open Reaction Database (ORD), a public repository of structured organic reaction records. The task is: describe an organic reaction: reactants, conditions, products, and yield Reactants: Cc1ccccc1N=C=S, CC(C)C(=O)Nc1cccc(C2CCN(CCC(N)c3ccccc3)CC2)c1. Yields the product Cc1ccccc1NC(=S)NC(CCN1CCC(c2cccc(NC(=O)C(C)C)c2)CC1)c1ccccc1. RXN SMILES: [N:1](=[C:2]=[S:3])[c:4]1[c:5]([CH3:10])[cH:6][cH:7][cH:8][cH:9]1.[NH2:11][CH:12]([CH2:13][CH2:14][N:15]1[CH2:16][CH2:17][CH:18]([c:21]2[cH:22][c:23]([NH:27][C:28]([CH:29]([CH3:30])[CH3:31])=[O:32])[cH:24][cH:25][cH:26]2)[CH2:19][CH2:20]1)[c:33]1[cH:34][cH:35][cH:36][cH:37][cH:38]1>>[NH:1]([C:2](=[S:3])[NH:11][CH:12]([CH2:13][CH2:14][N:15]1[CH2:16][CH2:17][CH:18]([c:21]2[cH:22][c:23]([NH:27][C:28]([CH:29]([CH3:30])[CH3:31])=[O:32])[cH:24][cH:25][cH:26]2)[CH2:19][CH2:20]1)[c:33]1[cH:34][cH:35][cH:36][cH:37][cH:38]1)[c:4]1[c:5]([CH3:10])[cH:6][cH:7][cH:8][cH:9]1. RXN SMILES: C(N(C(C)C)CC)(C)C.Cl[Si](C)(C)C.Cl.[NH2:16][C:17]1[CH:18]=[C:19]([CH:32]=[CH:33][CH:34]=1)[C:20]([NH:22][S:23]([C:26]1[CH:31]=[CH:30][CH:29]=[CH:28][CH:27]=1)(=[O:25])=[O:24])=[O:21].[C:35]([S:38][CH:39]1[CH2:43][N:42]([C:44]([O:46][CH2:47][C:48]2[CH:53]=[CH:52][C:51]([N+:54]([O-:56])=[O:55])=[CH:50][CH:49]=2)=[O:45])[CH:41]([C:57](O)=[O:58])[CH2:40]1)(=[O:37])[CH3:36].CN1CCOCC1.ClC(OCC(C)C)=O.NC1C=CC=CC=1>C1COCC1>[C:35]([S:38][C@@H:39]1[CH2:43][N:42]([C:44]([O:46][CH2:47][C:48]2[CH:53]=[CH:52][C:51]([N+:54]([O-:56])=[O:55])=[CH:50][CH:49]=2)=[O:45])[C@H:41]([C:57](=[O:58])[NH:16][C:17]2[CH:34]=[CH:33][CH:32]=[C:19]([C:20](=[O:21])[NH:22][S:23]([C:26]3[CH:31]=[CH:30][CH:29]=[CH:28][CH:27]=3)(=[O:25])=[O:24])[CH:18]=2)[CH2:40]1)(=[O:37])[CH3:36] |f:2.3|. Procedure details: Di-isopropylethylamine (2.0 ml) followed by chlorotrimethylsilane (0.73 ml) was added to a stirred solution of 3-amino-N-phenylsulfonylbenzamide hydrochloride (1.8 g, 5.7 mM) in THF (distilled from CaH2 ; 25 ml) under an argon atmosphere. The solution was allowed to stand for 30 minutes then cooled to -10 C. Meanwhile 4-acetylthio-1-(4-nitrobenzyloxycarbonyl)-2-carboxypyrrolidine (1.84 g, 5 mM) dissolved in tetrahydrofuran (25 ml) was treated with N-methylmorpholine (1.1 ml, 10 mM). This solutio... Run in C1CCOC1 (THF), O1CCCC1 (tetrahydrofuran). Reaction conditions: temperature -15 celsius, time 30 minute. Reactants: trimethylsilyl, NC1=CC=CC=C1 (aniline), C(C)(C)N(CC)C(C)C (Di-isopropylethylamine), CN1CCOCC1 (N-methylmorpholine), Cl.NC=1C=C(C(=O)NS(=O)(=O)C2=CC=CC=C2)C=CC1 (3-amino-N-phenylsulfonylbenzamide hydrochloride), Cl[Si](C)(C)C (chlorotrimethylsilane), C(C)(=O)SC1CC(N(C1)C(=O)OCC1=CC=C(C=C1)[N+](=O)[O-])C(=O)O (4-acetylthio-1-(4-nitrobenzyloxycarbonyl)-2-carboxypyrrolidine), ClC(=O)OCC(C)C (isobutyl chloroformate). Yields the product C(C)(=O)S[C@H]1C[C@H](N(C1)C(=O)OCC1=CC=C(C=C1)[N+](=O)[O-])C(NC1=CC(=CC=C1)C(NS(=O)(=O)C1=CC=CC=C1)=O)=O ((2S,4S)-4-acetylthio-1-(4-nitrobenzyloxycarbonyl)-2-(3-phenylsulfonylcarbamoylphenylcarbamoyl)pyrrolidine). Starting materials: BrC=1C=C2\C(\C(NC(C2=CC1OC)=O)=O)=C/OC ((4E)-6-bromo-7-methoxy-4-(methoxymethylene)isoquinoline-1,3(2H,4H)-dione), N1(CCCCC1)CC1=CC=C(C=C1)N (4-piperidin-1-ylmethyl-phenylamine). The solvent is CN(C=O)C (N,N-dimethylformamide). Run at temperature 110 celsius. Product: BrC=1C=C2C(C(NC(C2=CC1OC)=O)=O)=CNC1=CC=C(C=C1)CN1CCCCC1 (6-Bromo-7-methoxy-4-[(4-piperidin-1-ylmethyl-phenylamino)-methylene]-4H-isoquinoline-1,3-dione). Yield: 57.0%. As a reaction SMILES: [Br:1][C:2]1[CH:3]=[C:4]2[C:9](=[CH:10][C:11]=1[O:12][CH3:13])[C:8](=[O:14])[NH:7][C:6](=[O:15])/[C:5]/2=[CH:16]/OC.[N:19]1([CH2:25][C:26]2[CH:31]=[CH:30][C:29]([NH2:32])=[CH:28][CH:27]=2)[CH2:24][CH2:23][CH2:22][CH2:21][CH2:20]1>CN(C)C=O>[Br:1][C:2]1[CH:3]=[C:4]2[C:9](=[CH:10][C:11]=1[O:12][CH3:13])[C:8](=[O:14])[NH:7][C:6](=[O:15])[C:5]2=[CH:16][NH:32][C:29]1[CH:28]=[CH:27][C:26]([CH2:25][N:19]2[CH2:24][CH2:23][CH2:22][CH2:21][CH2:20]2)=[CH:31][CH:30]=1. Reported procedure: A mixture of (4E)-6-bromo-7-methoxy-4-(methoxymethylene)isoquinoline-1,3(2H,4H)-dione (156 mg, 0.50 mmole), N,N-dimethylformamide (1 mL) and 4-piperidin-1-ylmethyl-phenylamine (95 mg, 0.50 mmole) is stirred and heated at 110° C. for one hour, cooled in the refrigerator. The reaction mixture is evaporated to dryness, taken up in 5% methanol in chloroform and passed through a short pad of Florisil eluting with 5% methanol in chloroform. The eluate is evaporated in vacuo, treated with acetonitrile,... The reactants are [Br-].COC1=CC=C(C=C1)C[P+](C1=CC=CC=C1)(C1=CC=CC=C1)C1=CC=CC=C1 ((4-methoxyphenyl)methyltriphenylphosphonium bromide), CC(C=O)CCCCCCCCC (2-methylundecanal). Solvent: C1CCOC1 (THF). Yields the product COC1=CC=C(C=C1)C=CC(CCCCCCCCC)C (1-Methoxy-4-(3-methyldodec-1-en-1-yl)benzene). Yield: 52.8%. Reaction SMILES: [Br-].[CH3:2][O:3][C:4]1[CH:9]=[CH:8][C:7]([CH2:10][P+](C2C=CC=CC=2)(C2C=CC=CC=2)C2C=CC=CC=2)=[CH:6][CH:5]=1.[CH3:30][CH:31]([CH2:34][CH2:35][CH2:36][CH2:37][CH2:38][CH2:39][CH2:40][CH2:41][CH3:42])[CH:32]=O>C1COCC1>[CH3:2][O:3][C:4]1[CH:5]=[CH:6][C:7]([CH:10]=[CH:30][CH:31]([CH3:32])[CH2:34][CH2:35][CH2:36][CH2:37][CH2:38][CH2:39][CH2:40][CH2:41][CH3:42])=[CH:8][CH:9]=1 |f:0.1|. Reported procedure: Starting from (4-methoxyphenyl)methyltriphenylphosphonium bromide (6.00 g, 13.0 mmol, 1.0 equiv.), KtBuO (14 mL, 14.2 mmol, 1.1 equiv., 1M in THF) and 2-methylundecanal (2.86 g, 15.5 mmol, 1.2 equiv.), 1.98 g (53%) of the title compound was obtained after purification by flash chromatography on SiO2 (hexane/EtOAc 99:1) as a colorless oil.